Dataset: the Open Reaction Database (ORD), a public repository of structured organic reaction records. Task: describe an organic reaction: reactants, conditions, products, and yield Reactants: Cl (HCl), BrC=1C=C2C=CC(=C(C2=CC1)CN1C2=C(OC[C@@H](C1=O)NC([C@H](CC)N(C(OC(C)(C)C)=O)C)=O)C=CC=C2)OC (tert-butyl (S)-1-((S)-5-((6-bromo-2-methoxynaphthalen-1-yl)methyl)-4-oxo-2,3,4,5-tetrahydrobenzo[b][1,4]oxazepin-3-ylamino)-1-oxobutan-2-yl(methyl)carbamate). Run in CCOCC (Et2O), CO (MeOH). The product is Cl.BrC=1C=C2C=CC(=C(C2=CC1)CN1C2=C(OC[C@@H](C1=O)NC([C@H](CC)NC)=O)C=CC=C2)OC ((S)-N-((S)-5-((6-Bromo-2-methoxynaphthalen-1-yl)methyl)-4-oxo-2,3,4,5-tetrahydro benzo[b][1,4]oxazepin-3-yl)-2-(methylamino)butanamide hydrochloride). The yield is 95.0%. RXN SMILES: [ClH:1].[Br:2][C:3]1[CH:4]=[C:5]2[C:10](=[CH:11][CH:12]=1)[C:9]([CH2:13][N:14]1[C:20](=[O:21])[C@@H:19]([NH:22][C:23](=[O:36])[C@@H:24]([N:27](C)[C:28](=O)OC(C)(C)C)[CH2:25][CH3:26])[CH2:18][O:17][C:16]3[CH:37]=[CH:38][CH:39]=[CH:40][C:15]1=3)=[C:8]([O:41][CH3:42])[CH:7]=[CH:6]2>CCOCC.CO>[ClH:1].[Br:2][C:3]1[CH:4]=[C:5]2[C:10](=[CH:11][CH:12]=1)[C:9]([CH2:13][N:14]1[C:20](=[O:21])[C@@H:19]([NH:22][C:23](=[O:36])[C@@H:24]([NH:27][CH3:28])[CH2:25][CH3:26])[CH2:18][O:17][C:16]3[CH:37]=[CH:38][CH:39]=[CH:40][C:15]1=3)=[C:8]([O:41][CH3:42])[CH:7]=[CH:6]2 |f:4.5|. Reported procedure: 2 M HCl in Et2O (419 μL) was added to a solution of tert-butyl (S)-1-((S)-5-((6-bromo-2-methoxynaphthalen-1-yl)methyl)-4-oxo-2,3,4,5-tetrahydrobenzo[b][1,4]oxazepin-3-ylamino)-1-oxobutan-2-yl(methyl)carbamate (65.7 mg, 105 μmol) in MeOH (105 μL). After 4 h the mixture was concentrated and the residue was dissolved in MeCN/H2O and the solution lyophilized to provide the title compound (55.9 mg, 95%) as a white solid. MS m/z 526/528 (MH)′ Starting materials: O=C(O)CCBr, CC#N, c1ccc(P(c2ccccc2)c2ccccc2)cc1. Yields the product [Br-], O=C(O)CC[P+](c1ccccc1)(c1ccccc1)c1ccccc1. RXN SMILES: [Br:1][CH2:2][CH2:3][C:4](=[O:5])[OH:6].[CH3:26][C:27]#[N:28].[c:7]1([P:13]([c:14]2[cH:15][cH:16][cH:17][cH:18][cH:19]2)[c:20]2[cH:21][cH:22][cH:23][cH:24][cH:25]2)[cH:8][cH:9][cH:10][cH:11][cH:12]1>>[Br-:1].[CH2:2]([CH2:3][C:4](=[O:5])[OH:6])[P+:13]([c:7]1[cH:8][cH:9][cH:10][cH:11][cH:12]1)([c:14]1[cH:15][cH:16][cH:17][cH:18][cH:19]1)[c:20]1[cH:21][cH:22][cH:23][cH:24][cH:25]1. Reactants: CCOC(=O)c1cn(C)c2nc3cc(F)c(F)cc3cc2c1=O, c1ccc(CC2CNCCN2)cc1, CS(C)=O, O. The product is CCOC(=O)c1cn(C)c2nc3cc(N4CCNC(Cc5ccccc5)C4)c(F)cc3cc2c1=O. As a reaction SMILES: [CH2:1]([CH3:2])[O:3][C:4](=[O:5])[c:6]1[c:7](=[O:23])[c:8]2[cH:9][c:10]3[c:11]([n:12][c:13]2[n:14]([CH3:16])[cH:15]1)[cH:17][c:18]([F:22])[c:19]([F:21])[cH:20]3.[CH2:24]([c:25]1[cH:26][cH:27][cH:28][cH:29][cH:30]1)[CH:31]1[NH:32][CH2:33][CH2:34][NH:35][CH2:36]1.[CH3:38][S:39](=[O:40])[CH3:41].[OH2:37]>>[CH2:1]([CH3:2])[O:3][C:4](=[O:5])[c:6]1[c:7](=[O:23])[c:8]2[cH:9][c:10]3[c:11]([n:12][c:13]2[n:14]([CH3:16])[cH:15]1)[cH:17][c:18]([N:35]1[CH2:34][CH2:33][NH:32][CH:31]([CH2:24][c:25]2[cH:26][cH:27][cH:28][cH:29][cH:30]2)[CH2:36]1)[c:19]([F:21])[cH:20]3. Yield: 74.0%. The solvent is CO (methanol). Starting materials: NC=1C(=NC(=NC1C)OCC(=O)N(C)C1CCN(CC1)CC1=CC=CC=C1)C (2-(5-amino-4,6-dimethylpyrimidine-2-yloxy)-N-(1-benzylpiperidine-4-yl)-N-methylacetamide), Cl.O1CCOCC1 (HCl 1,4-dioxane). Reported procedure: Compound 65 (200 mg) was suspended in methanol (1 mL) and 4N HCl/1,4-dioxane solution (130 μL) was added to the suspension at room temperature (20 to 30° C.). After the compound was dissolved, the mixture was concentrated under reduced pressure. Then, isopropanol (2.0 mL) was added to the resulting residue and the mixture was stirred under reflux. Water (0.2 mL) was then added portionwise. Once the residue was dissolved, the mixture was stirred overnight as it was allowed to cool. Subsequently, ... As a reaction SMILES: [NH2:1][C:2]1[C:3]([CH3:28])=[N:4][C:5]([O:9][CH2:10][C:11]([N:13]([CH:15]2[CH2:20][CH2:19][N:18]([CH2:21][C:22]3[CH:27]=[CH:26][CH:25]=[CH:24][CH:23]=3)[CH2:17][CH2:16]2)[CH3:14])=[O:12])=[N:6][C:7]=1[CH3:8].[ClH:29].O1CCOCC1>CO>[ClH:29].[NH2:1][C:2]1[C:7]([CH3:8])=[N:6][C:5]([O:9][CH2:10][C:11]([N:13]([CH:15]2[CH2:20][CH2:19][N:18]([CH2:21][C:22]3[CH:23]=[CH:24][CH:25]=[CH:26][CH:27]=3)[CH2:17][CH2:16]2)[CH3:14])=[O:12])=[N:4][C:3]=1[CH3:28] |f:1.2,4.5|. Yields the product Cl.NC=1C(=NC(=NC1C)OCC(=O)N(C)C1CCN(CC1)CC1=CC=CC=C1)C (2-(5-amino-4,6-dimethylpyrimidine-2-yloxy)-N-(1-benzylpiperidine-4-yl)-N-methylacetamide hydrochloride). The reactants are ClC1=C(C(=CC=C1)Cl)N1CC(N(CC1)CC1=CC(=C(C=C1)OC)OC)CNCC=C (4-(2,6-dichlorophenyl)-1-[(3,4-dimethoxyphenyl)methyl]-N-(2-propenyl)-2-piperazinemethanamine), CS(=O)(=O)NC1=CC=C(C=C1)S(=O)(=O)Cl (4-[(methylsulfonyl)amino]benzenesulfonyl chloride). Product: ClC1=C(C(=CC=C1)Cl)N1CC(N(CC1)CC1=CC(=C(C=C1)OC)OC)CN(S(=O)(=O)C1=CC=C(C=C1)NS(=O)(=O)C)CC=C (N-[[4-(2,6-Dichlorophenyl)-1-[(3,4-dimethoxyphenyl)methyl]piperazin-2-yl]methyl]-4-[(methylsulfonyl)amino]-N-(2-propenyl)benzenesulfonamide). Reaction SMILES: [Cl:1][C:2]1[CH:7]=[CH:6][CH:5]=[C:4]([Cl:8])[C:3]=1[N:9]1[CH2:14][CH2:13][N:12]([CH2:15][C:16]2[CH:21]=[CH:20][C:19]([O:22][CH3:23])=[C:18]([O:24][CH3:25])[CH:17]=2)[CH:11]([CH2:26][NH:27][CH2:28][CH:29]=[CH2:30])[CH2:10]1.[CH3:31][S:32]([NH:35][C:36]1[CH:41]=[CH:40][C:39]([S:42](Cl)(=[O:44])=[O:43])=[CH:38][CH:37]=1)(=[O:34])=[O:33]>>[Cl:1][C:2]1[CH:7]=[CH:6][CH:5]=[C:4]([Cl:8])[C:3]=1[N:9]1[CH2:14][CH2:13][N:12]([CH2:15][C:16]2[CH:21]=[CH:20][C:19]([O:22][CH3:23])=[C:18]([O:24][CH3:25])[CH:17]=2)[CH:11]([CH2:26][N:27]([CH2:28][CH:29]=[CH2:30])[S:42]([C:39]2[CH:38]=[CH:37][C:36]([NH:35][S:32]([CH3:31])(=[O:34])=[O:33])=[CH:41][CH:40]=2)(=[O:44])=[O:43])[CH2:10]1. Reported procedure: In a manner similar to Preparation 3, react 4-(2,6-dichlorophenyl)-1-[(3,4-dimethoxyphenyl)methyl]-N-(2-propenyl)-2-piperazinemethanamine with 4-[(methylsulfonyl)amino]benzenesulfonyl chloride to obtain the title compound. Starting materials: N1=C(C=CC=C1)C1=CC=C(C=C1)CC(=O)OC (methyl [4-(2-pyridinyl)phenyl]acetate), [OH-].[K+] (potassium hydroxide). Run in O1CCCC1 (tetrahydrofuran), O (water). Run at time 18 hour. The product is N1=C(C=CC=C1)C1=CC=C(C=C1)CC(=O)O ([4-(2-Pyridinyl)phenyl]acetic acid). Reaction SMILES: [N:1]1[CH:6]=[CH:5][CH:4]=[CH:3][C:2]=1[C:7]1[CH:12]=[CH:11][C:10]([CH2:13][C:14]([O:16]C)=[O:15])=[CH:9][CH:8]=1.[OH-].[K+]>O1CCCC1.O>[N:1]1[CH:6]=[CH:5][CH:4]=[CH:3][C:2]=1[C:7]1[CH:12]=[CH:11][C:10]([CH2:13][C:14]([OH:16])=[O:15])=[CH:9][CH:8]=1 |f:1.2|. Reported procedure: 700 mg (3.11 mol) of methyl [4-(2-pyridinyl)phenyl]acetate are initially charged in 5 ml of tetrahydrofuran and, at room temperature, admixed with 6.2 ml of a 1M potassium hydroxide solution in water. The mixture is then stirred at room temperature for 18 h, most of the solvent is removed under reduced pressure and the residue is taken up in 10 ml of water and adjusted to a pH of about 5 using 2N hydrochloric acid. The aqueous phase was extracted twice, in each case with 10 ml of dichloromethane...